From a dataset of the Open Reaction Database (ORD), a public repository of structured organic reaction records. describe an organic reaction: reactants, conditions, products, and yield The reactants are C(C=C)OC(=O)N1[C@@H](C[C@H](C1)O)C(=O)OC ((2S,4R)-1-allyloxycarbonyl-4-hydoxy-2-methoxycarbonylpyrrolidine), [BH4-].[Na+] (sodium borohydride), Cl (hydrochloric acid). Solvent: O1CCCC1 (tetrahydrofuran), C(C)O (ethanol). Yields the product C(C=C)OC(=O)N1[C@@H](C[C@H](C1)O)CO ((2S,4R)-1-allyloxycarbonyl-4-hydroxy-2-hydroxymethylpyrrolidine). The yield is 108.0%. Reaction SMILES: [CH2:1]([O:4][C:5]([N:7]1[CH2:11][C@H:10]([OH:12])[CH2:9][C@H:8]1[C:13](OC)=[O:14])=[O:6])[CH:2]=[CH2:3].[BH4-].[Na+].Cl>O1CCCC1.C(O)C>[CH2:1]([O:4][C:5]([N:7]1[CH2:11][C@H:10]([OH:12])[CH2:9][C@H:8]1[CH2:13][OH:14])=[O:6])[CH:2]=[CH2:3] |f:1.2|. Procedure: To a solution of (2S,4R)-1-allyloxycarbonyl-4-hydoxy-2-methoxycarbonylpyrrolidine (10 g) in tetrahydrofuran (20 ml) and ethanol (30 ml) was added by portions sodium borohydride (3.30 g) with stirring at 25°-30° C., and the mixture was stirred at the same temperature for 4 hours. To the reaction mixture was added dropwise conc. hydrochloric acid (7.27 ml) with stirring at 0°-2° C. The resulting precipitates were filtered off and the filtrate was evaporated in vacuo. The resulting residue was diss... Procedure: A solution of 2 g (12.34 mmol) of 3-amino-4-(trifluoromethyl)pyridine in 28 ml of 50% sulfuric acid is cooled to −5° C. and a solution of 1.03 g (14.8 mmol) of sodium nitrite in 10 ml of water is added slowly. The mixture is left to return to room temperature and stirring is continued for 30 min. 25 ml of concentrated sulfuric acid are then added and the reaction mixture is stirred at 100-110° C. for 2 hours. After cooling, the reaction medium is neutralized by adding saturated sodium bicarbonat... The solvent is S(O)(O)(=O)=O (sulfuric acid), S(O)(O)(=O)=O (sulfuric acid), O (water). Yields the product FC(C1=C(C=NC=C1)O)(F)F (4-(Trifluoromethyl)-3-pyridinol), powder. Run at time 30 minute. Isolated yield 95.0%. As a reaction SMILES: N[C:2]1[CH:3]=[N:4][CH:5]=[CH:6][C:7]=1[C:8]([F:11])([F:10])[F:9].N([O-])=[O:13].[Na+].C(=O)(O)[O-].[Na+]>S(=O)(=O)(O)O.O>[F:9][C:8]([F:11])([F:10])[C:7]1[CH:6]=[CH:5][N:4]=[CH:3][C:2]=1[OH:13] |f:1.2,3.4|. The reactants are NC=1C=NC=CC1C(F)(F)F (3-amino-4-(trifluoromethyl)pyridine), C([O-])(O)=O.[Na+] (sodium bicarbonate), N(=O)[O-].[Na+] (sodium nitrite). The reactants are C1CNCCN1, CC#N, O=C(O)c1cn(C2CC2)c2c(F)c(F)c(F)cc2c1=O. Yields the product O=C(O)c1cn(C2CC2)c2c(F)c(N3CCNCC3)c(F)cc2c1=O. As a reaction SMILES: [CH2:21]1[CH2:22][NH:23][CH2:24][CH2:25][NH:26]1.[CH3:27][C:28]#[N:29].[CH:1]1([n:4]2[cH:5][c:6]([C:18](=[O:19])[OH:20])[c:7](=[O:17])[c:8]3[cH:9][c:10]([F:16])[c:11]([F:15])[c:12]([F:14])[c:13]23)[CH2:2][CH2:3]1>>[CH:1]1([n:4]2[cH:5][c:6]([C:18](=[O:19])[OH:20])[c:7](=[O:17])[c:8]3[cH:9][c:10]([F:16])[c:11]([N:23]4[CH2:22][CH2:21][NH:26][CH2:25][CH2:24]4)[c:12]([F:14])[c:13]23)[CH2:2][CH2:3]1.